describe an organic reaction: reactants, conditions, products, and yield From a dataset of the Open Reaction Database (ORD), a public repository of structured organic reaction records. Starting materials: O (water), [H-].[Na+] (sodium hydride), IC (iodomethane), ice water, Intermediate 44, OC1(CN(CCN(C1)C(=O)OC(C)(C)C)C1=C(C=NN1C)[N+](=O)[O-])C (tert-butyl 6-hydroxy-6-methyl-4-(1-methyl-4-nitro-1H-pyrazol-5-yl)-1,4-diazepane-1-carboxylate), IC (Iodomethane), [H-].[Na+] (sodium hydride). Solvent: CN(C)C=O (DMF). Reaction conditions: time 10 minute. Product: COC1(CN(CCN(C1)C(=O)OC(C)(C)C)C1=C(C=NN1C)[N+](=O)[O-])C (tert-butyl 6-methoxy-6-methyl-4-(1-methyl-4-nitro-1H-pyrazol-5-yl)-1,4-diazepane-1-carboxylate). Reaction SMILES: [OH:1][C:2]1([CH3:25])[CH2:8][N:7]([C:9]([O:11][C:12]([CH3:15])([CH3:14])[CH3:13])=[O:10])[CH2:6][CH2:5][N:4]([C:16]2[N:20]([CH3:21])[N:19]=[CH:18][C:17]=2[N+:22]([O-:24])=[O:23])[CH2:3]1.[H-].[Na+].I[CH3:29].O>CN(C=O)C>[CH3:29][O:1][C:2]1([CH3:25])[CH2:8][N:7]([C:9]([O:11][C:12]([CH3:15])([CH3:14])[CH3:13])=[O:10])[CH2:6][CH2:5][N:4]([C:16]2[N:20]([CH3:21])[N:19]=[CH:18][C:17]=2[N+:22]([O-:24])=[O:23])[CH2:3]1 |f:1.2|. Procedure: To a cooled (ice-water bath) solution of Intermediate 44, tert-butyl 6-hydroxy-6-methyl-4-(1-methyl-4-nitro-1H-pyrazol-5-yl)-1,4-diazepane-1-carboxylate (70 mg, 0.20 mmol) in DMF (1 mL) under nitrogen, was added sodium hydride (60% in mineral oil, 9.5 mg, 0.24 mmol) and the mixture stirred for 10 min. Iodomethane (0.04 mL, 0.6 mmol) was added and the mixture stirred at room temperature for 16 hr. Additional sodium hydride (60% in mineral oil, 9.5 mg, 0.24 mmol) was added and the mixture stirred ... Reactants: N1(C=NC=C1)C1=CC=C(C=C1)N1CCNCC1 (1-(4-imidazol-1-ylphenyl)-piperazine), CC1(OC=2C(C1)C(C(=C(C2C)C)[N+](=O)[O-])C)C(=O)O (2,4,6,7-tetramethyl-5-nitrodihydrobenzofuran-2-carboxylic acid), Cl.CN(CCCN=C=NCC)C (1-(3-dimethylaminopropyl)-3-ethylcarbodiimide hydrochloride), Cl.ON1N=NC2=C1C=CC=C2 (1-hydroxybenzotriazole hydrochloride). Run in C(C)N(CC)CC (triethylamine), O (water). Reaction conditions: time 24 hour. Yields the product [N+](=O)([O-])C1=C(C(=C2C(CC(O2)(C)NC(=O)N2CCN(CC2)C2=CC=C(C=C2)N2C=NC=C2)C1C)C)C ((±)-(5-nitro-2,4,6,7-tetramethyldihydrobenzofuran-2-yl)-[4-(4-imidazol-1-ylphenyl)-piperazin-1-yl]carboxamide). The yield is 98.9%. Reaction SMILES: [N:1]1([C:6]2[CH:11]=[CH:10][C:9]([N:12]3[CH2:17][CH2:16][NH:15][CH2:14][CH2:13]3)=[CH:8][CH:7]=2)[CH:5]=[CH:4][N:3]=[CH:2]1.C[C:19]1([C:34](O)=O)[CH2:23][CH:22]2[CH:24]([CH3:33])[C:25]([N+:30]([O-:32])=[O:31])=[C:26]([CH3:29])[C:27]([CH3:28])=[C:21]2[O:20]1.Cl.C[N:39]([CH3:48])CCCN=C=NCC.Cl.[OH:50]N1C2C=CC=CC=2N=N1>O.C(N(CC)CC)C>[N+:30]([C:25]1[CH:24]([CH3:33])[CH:22]2[CH2:23][C:19]([NH:39][C:48]([N:15]3[CH2:16][CH2:17][N:12]([C:9]4[CH:8]=[CH:7][C:6]([N:1]5[CH:5]=[CH:4][N:3]=[CH:2]5)=[CH:11][CH:10]=4)[CH2:13][CH2:14]3)=[O:50])([CH3:34])[O:20][C:21]2=[C:27]([CH3:28])[C:26]=1[CH3:29])([O-:32])=[O:31] |f:2.3,4.5|. Reported procedure: To 0.43 g of 1-(4-imidazol-1-ylphenyl)-piperazine and 0.5 g of 2,4,6,7-tetramethyl-5-nitrodihydrobenzofuran-2-carboxylic acid, 0.44 g of 1-(3-dimethylaminopropyl)-3-ethylcarbodiimide hydrochloride, 0.31 g of 1-hydroxybenzotriazole hydrochloride and 0.23 g of triethylamine were added, followed by stirring at room temperature for 24 hours. The reaction solution was poured into water and the precipitated crystal was removed by filtration and washed with water and ether, and then the resulting cryst... The reactants are CN1C(=O)c2[nH]cnc2N2C1=NC1CCCC12, ClCc1ccc(Cl)cc1, [H-], [Na+], CN(C)C=O. Yields the product CN1C(=O)c2c(ncn2Cc2ccc(Cl)cc2)N2C1=NC1CCCC12. As a reaction SMILES: [CH3:1][N:2]1[C:3]2=[N:14][CH:13]3[CH:12]([N:4]2[c:5]2[n:6][cH:7][nH:8][c:9]2[C:10]1=[O:11])[CH2:17][CH2:16][CH2:15]3.[Cl:20][c:21]1[cH:22][cH:23][c:24]([CH2:25][Cl:26])[cH:27][cH:28]1.[H-:19].[Na+:18].[O:29]=[CH:30][N:31]([CH3:32])[CH3:33]>>[CH3:1][N:2]1[C:3]2=[N:14][CH:13]3[CH:12]([N:4]2[c:5]2[n:6][cH:7][n:8]([CH2:25][c:24]4[cH:23][cH:22][c:21]([Cl:20])[cH:28][cH:27]4)[c:9]2[C:10]1=[O:11])[CH2:17][CH2:16][CH2:15]3. Starting materials: Cl, Cl, Cl, O=C(O)c1cc2c(Oc3ccc(F)cc3)cccc2[nH]1, NC1CCN(CCN2CCC(O)CC2)CC1. The product is O=C(NC1CCN(CCN2CCC(O)CC2)CC1)c1cc2c(Oc3ccc(F)cc3)cccc2[nH]1. Reaction SMILES: [ClH:21].[ClH:22].[ClH:23].[F:1][c:2]1[cH:3][cH:4][c:5]([O:6][c:7]2[c:8]3[cH:9][c:10]([C:16](=[O:17])[OH:18])[nH:11][c:12]3[cH:13][cH:14][cH:15]2)[cH:19][cH:20]1.[NH2:24][CH:25]1[CH2:26][CH2:27][N:28]([CH2:31][CH2:32][N:33]2[CH2:34][CH2:35][CH:36]([OH:39])[CH2:37][CH2:38]2)[CH2:29][CH2:30]1>>[F:1][c:2]1[cH:3][cH:4][c:5]([O:6][c:7]2[c:8]3[cH:9][c:10]([C:16](=[O:18])[NH:24][CH:25]4[CH2:26][CH2:27][N:28]([CH2:31][CH2:32][N:33]5[CH2:34][CH2:35][CH:36]([OH:39])[CH2:37][CH2:38]5)[CH2:29][CH2:30]4)[nH:11][c:12]3[cH:13][cH:14][cH:15]2)[cH:19][cH:20]1.